From a dataset of the Open Reaction Database (ORD), a public repository of structured organic reaction records. describe an organic reaction: reactants, conditions, products, and yield Reactants: C(C)OC(=O)N1CCC(CC1)NCC1=CC(=NC=C1)C1=CC(=C(C(=C1)OC)OC)OC (1-(ethoxycarbonyl)-4-[[2-(3,4,5-trimethoxyphenyl)pyridin-4-yl]methylamino]piperidine), C([O-])([O-])=O.[K+].[K+] (potassium carbonate), ICC (iodoethane). Solvent: C(C)#N (acetonitrile). Reaction conditions: temperature 80 celsius, time 2 hour. Product: C(C)OC(=O)N1CCC(CC1)N(CC1=CC(=NC=C1)C1=CC(=C(C(=C1)OC)OC)OC)CC (1-(Ethoxycarbonyl)-4-[N-ethyl-N-[[2-(3,4,5-trimethoxyphenyl)pyridin-4-yl]methyl]amino]piperidine). Reaction SMILES: [CH2:1]([O:3][C:4]([N:6]1[CH2:11][CH2:10][CH:9]([NH:12][CH2:13][C:14]2[CH:19]=[CH:18][N:17]=[C:16]([C:20]3[CH:25]=[C:24]([O:26][CH3:27])[C:23]([O:28][CH3:29])=[C:22]([O:30][CH3:31])[CH:21]=3)[CH:15]=2)[CH2:8][CH2:7]1)=[O:5])[CH3:2].C(=O)([O-])[O-].[K+].[K+].I[CH2:39][CH3:40]>C(#N)C>[CH2:1]([O:3][C:4]([N:6]1[CH2:11][CH2:10][CH:9]([N:12]([CH2:39][CH3:40])[CH2:13][C:14]2[CH:19]=[CH:18][N:17]=[C:16]([C:20]3[CH:21]=[C:22]([O:30][CH3:31])[C:23]([O:28][CH3:29])=[C:24]([O:26][CH3:27])[CH:25]=3)[CH:15]=2)[CH2:8][CH2:7]1)=[O:5])[CH3:2] |f:1.2.3|. Procedure: To a solution of 1-(ethoxycarbonyl)-4-[[2-(3,4,5-trimethoxyphenyl)pyridin-4-yl]methylamino]piperidine (400 mg) in acetonitrile (5 mL) was added potassium carbonate (13 mg) and iodoethane (145 mg). The mixture was placed in sealed vessel and stirred at 80° C. for 2 hours. After removing the solvent in vacuo, ethyl acetate was added, washed with water and brine, dried over anhydrous sodium sulfate and evaporated. The residue was subjected to a column of silica gel using chloroform-methanol (30:1) ... The reactants are BrB(Br)Br, ClCCl, COc1cc(-c2nn(C(C)C)c3ncnc(N)c23)ccc1F. The product is CC(C)n1nc(-c2ccc(F)c(O)c2)c2c(N)ncnc21. Reaction SMILES: [B:23]([Br:24])([Br:25])[Br:26].[Cl:27][CH2:28][Cl:29].[F:1][c:2]1[c:3]([O:21][CH3:22])[cH:4][c:5](-[c:8]2[n:9][n:10]([CH:18]([CH3:19])[CH3:20])[c:11]3[n:12][cH:13][n:14][c:15]([NH2:17])[c:16]23)[cH:6][cH:7]1>>[F:1][c:2]1[c:3]([OH:21])[cH:4][c:5](-[c:8]2[n:9][n:10]([CH:18]([CH3:19])[CH3:20])[c:11]3[n:12][cH:13][n:14][c:15]([NH2:17])[c:16]23)[cH:6][cH:7]1. The reactants are CCOC(=O)C (EtOAc), ClC=1C2=C(N=CN1)NC=C2 (4-chloro-7H-pyrrolo[2,3-d]pyrimidine), [N+](=O)([O-])C=1C=C(C=CC1)B(O)O (3-nitrophenylboronic acid), C([O-])([O-])=O.[Na+].[Na+] (sodium carbonate). Reagents/catalysts: C1=CC=C(C=C1)P([C-]2C=CC=C2)C3=CC=CC=C3.C1=CC=C(C=C1)P([C-]2C=CC=C2)C3=CC=CC=C3.Cl[Pd]Cl.[Fe+2].C(Cl)Cl (Pd(dppf)Cl2 CH2Cl2). Solvent: hexanes, CN(C)C=O (DMF). Conditions: temperature 115 celsius, time 30 minute. Yields the product [N+](=O)([O-])C=1C=C(C=CC1)C=1C2=C(N=CN1)NC=C2 (4-(3-nitrophenyl)-7H-pyrrolo[2,3-d]pyrimidine). RXN SMILES: Cl[C:2]1[C:3]2[CH:10]=[CH:9][NH:8][C:4]=2[N:5]=[CH:6][N:7]=1.[N+:11]([C:14]1[CH:15]=[C:16](B(O)O)[CH:17]=[CH:18][CH:19]=1)([O-:13])=[O:12].C(=O)([O-])[O-].[Na+].[Na+].CCOC(C)=O>CN(C=O)C.C1C=CC(P(C2C=CC=CC=2)[C-]2C=CC=C2)=CC=1.C1C=CC(P(C2C=CC=CC=2)[C-]2C=CC=C2)=CC=1.Cl[Pd]Cl.[Fe+2].C(Cl)Cl>[N+:11]([C:14]1[CH:19]=[C:18]([C:2]2[C:3]3[CH:10]=[CH:9][NH:8][C:4]=3[N:5]=[CH:6][N:7]=2)[CH:17]=[CH:16][CH:15]=1)([O-:13])=[O:12] |f:2.3.4,7.8.9.10.11|. Reported procedure: A mixture of 4-chloro-7H-pyrrolo[2,3-d]pyrimidine (10 g, 65 mmol), 3-nitrophenylboronic acid (17.4 g, 104 mmol), Pd(dppf)Cl2—CH2Cl2 (2.13 g, 2.60 mmol), and 2 M sodium carbonate (81.5 mL, 163 mmol) in DMF (217 mL) was degassed for 10 minutes and then heated at 115° C. for 1 hour. After the reaction mixture was cooled to room temperature, water (700 mL) and sorbitol (20 g) were added which led to the precipitation of the desired product. After 30 minutes of stirring, the precipitate was filtered ... The reactants are C(C1=CC=CC=C1)OC1CC(C1)(C(=O)O)C(=O)OCCC(C)C (1-benzyloxy-3-(isoamyloxycarbonyl)cyclobutane-3-carboxylic acid), C(C)C(C(=O)[O-])C(=O)[O-].[Mg+2] (magnesium ethylmalonate), ice, C1=CN(C=N1)C(=O)N2C=CN=C2 (N,N-carbonyldiimidazole), ice, C(CC(O)(C(=O)O)CC(=O)O)(=O)O (citric acid). The solvent is O1CCCC1 (tetrahydrofuran), O1CCCC1 (tetrahydrofuran), C(C)(=O)OCC (ethyl acetate). Reaction conditions: time 10 minute. The product is C(C1=CC=CC=C1)OC1CC(C1)(C(=O)OCCC(C)C)C(CC(=O)OCC)=O (Ethyl 3-[1-benzyloxy-3-(isoamyloxycarbonyl)cyclobutan-3-yl]-3-oxopropionate). RXN SMILES: [CH2:1]([O:8][CH:9]1[CH2:12][C:11]([C:16]([O:18][CH2:19][CH2:20][CH:21]([CH3:23])[CH3:22])=[O:17])([C:13](O)=[O:14])[CH2:10]1)[C:2]1[CH:7]=[CH:6][CH:5]=[CH:4][CH:3]=1.C1N=CN(C(N2C=N[CH:33]=[CH:32]2)=O)C=1.C([CH:38](C([O-])=O)[C:39]([O-:41])=[O:40])C.[Mg+2].C(O)(=O)CC(CC(O)=O)(C(O)=O)O>O1CCCC1.C(OCC)(=O)C>[CH2:1]([O:8][CH:9]1[CH2:10][C:11]([C:13](=[O:14])[CH2:38][C:39]([O:41][CH2:32][CH3:33])=[O:40])([C:16]([O:18][CH2:19][CH2:20][CH:21]([CH3:23])[CH3:22])=[O:17])[CH2:12]1)[C:2]1[CH:3]=[CH:4][CH:5]=[CH:6][CH:7]=1 |f:2.3|. Procedure details: A 21.49 g (67.08 mmol) portion of 1-benzyloxy-3-(isoamyloxycarbonyl)cyclobutane-3-carboxylic acid was dissolved in 200 ml of tetrahydrofuran to which, while cooling in an ice bath with stirring, was added 13.05 g (80.49 mmol) of N,N-carbonyldiimidazole. After 10 minutes of 2stirring, the ice bath was detached and the reaction mixture was stirred at room temperature for 3 hours. To the reaction solution which was cooled in an ice bath and stirred was added dropwise 100 ml of tetrahydrofuran solut... The reactants are BrC=1C=C2C=3CC(CCC3NC2=C(C1)C(N)=O)C(=O)OCC (ethyl 6-bromo-8-carbamoyl-2,3,4,9-tetrahydro-1H-carbazole-3-carboxylate), [Li+].[OH-] (LiOH). The solvent is C1CCOC1.CCO.O (THF EtOH H2O). Reaction conditions: time 72 hour. Yields the product BrC=1C=C2C=3CC(CCC3NC2=C(C1)C(N)=O)C(=O)O (6-bromo-8-carbamoyl-2,3,4,9-tetrahydro-1H-carbazole-3-carboxylic acid). Reaction SMILES: [Br:1][C:2]1[CH:3]=[C:4]2[C:12](=[C:13]([C:15](=[O:17])[NH2:16])[CH:14]=1)[NH:11][C:10]1[CH2:9][CH2:8][CH:7]([C:18]([O:20]CC)=[O:19])[CH2:6][C:5]2=1.[Li+].[OH-]>C1COCC1.CCO.O>[Br:1][C:2]1[CH:3]=[C:4]2[C:12](=[C:13]([C:15](=[O:17])[NH2:16])[CH:14]=1)[NH:11][C:10]1[CH2:9][CH2:8][CH:7]([C:18]([OH:20])=[O:19])[CH2:6][C:5]2=1 |f:1.2,3.4.5|. Procedure: A suspension of ethyl 6-bromo-8-carbamoyl-2,3,4,9-tetrahydro-1H-carbazole-3-carboxylate (0.9 g, 2.464 mmol) and LiOH (0.177 g, 7.39 mmol) in THF/EtOH/H2O (3/1/1) (25 mL) was stirred at room temperature for 72 hours The reaction mixture was concentrated and the residue was dissolved in water. Aqueous 1M HCl was added to this solution until pH=5 whereupon a light yellow solid precipitated. The solid was collected by filtration, washed with water, air-dried and used as such in the next reaction. LC...